This data is from the Open Reaction Database (ORD), a public repository of structured organic reaction records. The task is: describe an organic reaction: reactants, conditions, products, and yield Reactants: FC1=CC2=C(SC=C2C)C=C1 (5-fluoro-3-methylbenzo[b]thiophene), ClCCC(=O)Cl (3-chloropropionyl chloride), [Al+3].[Cl-].[Cl-].[Cl-] (AlCl3). Run in C(C)(=O)OCC (ethyl acetate), C(=S)=S (carbon disulfide). Reaction conditions: time 2 hour. The product is ClCCC(=O)C1=C(C2=C(S1)C=CC(=C2)F)C (3-chloro-1-(5-fluoro-3-methylbenzo[b]thiophen-2-yl)propan-1-one). RXN SMILES: [F:1][C:2]1[CH:11]=[CH:10][C:5]2[S:6][CH:7]=[C:8]([CH3:9])[C:4]=2[CH:3]=1.[Cl:12][CH2:13][CH2:14][C:15](Cl)=[O:16].[Al+3].[Cl-].[Cl-].[Cl-]>C(=S)=S.C(OCC)(=O)C>[Cl:12][CH2:13][CH2:14][C:15]([C:7]1[S:6][C:5]2[CH:10]=[CH:11][C:2]([F:1])=[CH:3][C:4]=2[C:8]=1[CH3:9])=[O:16] |f:2.3.4.5|. Procedure: To a mixture of 5-fluoro-3-methylbenzo[b]thiophene (9.97 g) and 3-chloropropionyl chloride (7.45 ml) in carbon disulfide (100 ml) was added AlCl3 (16.00 g) at 0° C. The mixture was stirred at room temperature for 2 hours, poured onto crushed ice, and diluted with ethyl acetate. The extract was washed with 1N HCl, water and brine, dried over MgSO4, and concentrated. The residue was washed with ethanol and hexane to give the titled compound as colorless crystals (12.75 g). The reactants are CO, ClCCl, O=C1OC(Cn2cc(CCO)nn2)CN1c1cc(F)c(C2=CCS(=O)(=O)CC2)c(F)c1, O=S(Cl)Cl. The product is O=C1OC(Cn2cc(CCCl)nn2)CN1c1cc(F)c(C2=CCS(=O)(=O)CC2)c(F)c1. RXN SMILES: [CH3:36][OH:37].[Cl:38][CH2:39][Cl:40].[O:1]=[S:2]1(=[O:31])[CH2:3][CH2:4][C:5]([c:8]2[c:9]([F:30])[cH:10][c:11]([N:15]3[C:16](=[O:29])[O:17][CH:18]([CH2:20][n:21]4[n:22][n:23][c:24]([CH2:26][CH2:27][OH:28])[cH:25]4)[CH2:19]3)[cH:12][c:13]2[F:14])=[CH:6][CH2:7]1.[S:32]([Cl:33])([Cl:34])=[O:35]>>[O:1]=[S:2]1(=[O:31])[CH2:3][CH2:4][C:5]([c:8]2[c:9]([F:30])[cH:10][c:11]([N:15]3[C:16](=[O:29])[O:17][CH:18]([CH2:20][n:21]4[n:22][n:23][c:24]([CH2:26][CH2:27][Cl:34])[cH:25]4)[CH2:19]3)[cH:12][c:13]2[F:14])=[CH:6][CH2:7]1. Reagents/catalysts: [Pd] (palladium charcoal). The product is C(N)(=N)C1=CC=C2C=3C=CC(=CC3CC2=C1)OC[C@@H]1C[C@H](C(N1CCCC1=CC=CC=C1)=O)CC(=O)O ((3S,5S)-5-[(7-Amidino-2-fluorenyl)oxymethyl]-3-carboxymethyl-1-(3-phenylpropyl)-2-pyrrolidinone). Procedure details: 0.3 g of (3S,5S)-5-[(7-amidino-9-keto-2-fluorenyl)oxymethyl]-3-carboxymethyl-1-(3-phenylpropyl)-2-pyrrolidinone are dissolved in 7 ml of glacial acetic acid, 0.05 g of 10% palladium charcoal are added and the mixture is hydrogenated for 6 hours at 70° C. under 3 bar of hydrogen pressure. The catalyst is filtered off, the filtrate is evaporated down and the product is purified by chromatography on silica gel (eluant:tetrahydrofuran/2N acetic acid=10:1) Solvent: C(C)(=O)O (acetic acid). As a reaction SMILES: [C:1]([C:4]1[CH:16]=[C:15]2[C:7]([C:8]3[CH:9]=[CH:10][C:11]([O:18][CH2:19][C@H:20]4[N:24]([CH2:25][CH2:26][CH2:27][C:28]5[CH:33]=[CH:32][CH:31]=[CH:30][CH:29]=5)[C:23](=[O:34])[C@H:22]([CH2:35][C:36]([OH:38])=[O:37])[CH2:21]4)=[CH:12][C:13]=3[C:14]2=O)=[CH:6][CH:5]=1)(=[NH:3])[NH2:2].[H][H]>C(O)(=O)C.[Pd]>[C:1]([C:4]1[CH:16]=[C:15]2[C:7]([C:8]3[CH:9]=[CH:10][C:11]([O:18][CH2:19][C@H:20]4[N:24]([CH2:25][CH2:26][CH2:27][C:28]5[CH:33]=[CH:32][CH:31]=[CH:30][CH:29]=5)[C:23](=[O:34])[C@H:22]([CH2:35][C:36]([OH:38])=[O:37])[CH2:21]4)=[CH:12][C:13]=3[CH2:14]2)=[CH:6][CH:5]=1)(=[NH:2])[NH2:3]. Reactants: C(N)(=N)C1=CC=C2C=3C=CC(=CC3C(C2=C1)=O)OC[C@@H]1C[C@H](C(N1CCCC1=CC=CC=C1)=O)CC(=O)O ((3S,5S)-5-[(7-amidino-9-keto-2-fluorenyl)oxymethyl]-3-carboxymethyl-1-(3-phenylpropyl)-2-pyrrolidinone), [H][H] (hydrogen).